Dataset: the Open Reaction Database (ORD), a public repository of structured organic reaction records. Task: describe an organic reaction: reactants, conditions, products, and yield The reagents and catalysts are [Fe] (iron). Solvent: C(C)(=O)O (acetic acid), C(C)O (ethanol). The reactants are ClC1=C(C(=CC=C1[N+](=O)[O-])Cl)C (2,6-dichloro-3-nitrotoluene). Product: ClC1=C(N)C=CC(=C1C)Cl (2,4-dichloro-3-methylaniline). The yield is 96.0%. Procedure: To a solution of 2,6-dichloro-3-nitrotoluene (50 g) in acetic acid (400 ml) and ethanol (200 ml) was added iron (67.8 g) and the mixture was refluxed for 1.5 hours under nitrogen atmosphere. The insoluble material was filtered off and the filtrate was concentrated. To the residue was added a saturated aqueous solution of sodium bicarbonate and the mixture was extracted with ethyl acetate three times. The combined organic layers were washed with a saturated aqueous solution of sodium bicarbonate ... Reaction SMILES: [Cl:1][C:2]1[C:7]([N+:8]([O-])=O)=[CH:6][CH:5]=[C:4]([Cl:11])[C:3]=1[CH3:12]>C(O)(=O)C.C(O)C.[Fe]>[Cl:1][C:2]1[C:3]([CH3:12])=[C:4]([Cl:11])[CH:5]=[CH:6][C:7]=1[NH2:8]. The reactants are FC=1C=C(C#N)C=C(C1N(CCO)CCO)F (3.5-Difluoro-4-[bis(2-hydroxyethyl) amino]benzonitrile), [OH-].[Na+] (NaOH), C(C)O (ethanol). Product: FC=1C=C(C(=O)O)C=C(C1N(CCO)CCO)F (3.5-difluoro-4-[bis(2-hydroxyethyl)amino]benzoic acid). Yield: 87.0%. RXN SMILES: [F:1][C:2]1[CH:3]=C([CH:7]=[C:8]([F:17])[C:9]=1[N:10]([CH2:14][CH2:15][OH:16])[CH2:11][CH2:12][OH:13])C#N.[OH-:18].[Na+].[CH2:20]([OH:22])[CH3:21]>>[F:1][C:2]1[CH:3]=[C:21]([CH:7]=[C:8]([F:17])[C:9]=1[N:10]([CH2:14][CH2:15][OH:16])[CH2:11][CH2:12][OH:13])[C:20]([OH:18])=[O:22] |f:1.2|. Procedure: A solution of the 3.5-Difluoro-4-[bis(2-hydroxyethyl) amino]benzonitrile (3.15 g, 13 mmol) and NaOH (5.2 g, 0.13 mol) in aqueous ethanol (65 ml, 50%) was refluxed for 2.5 hours. The solution was then partitioned between EtOAc (800 ml) and HCl (330 ml, 0.4 M), the aqueous layer washed with EtOAc (3×150 ml), the combined organic layers dried (MgSO4) and evaporated to dryness. The solid recrystallized from EtOAc (100 ml) to give 2.94 g (87%) of pure white crystals: mp 146.5-150° C.; 1H NMR δ 3.3 (t... Reactants: C(C)OC(CCC1(OC2=C(CC1)C=C(C(=C2CCC)O)C(C)=O)C)=O (racemic-6-acetyl-3,4-dihydro-7-hydroxy-2-methyl-8-n-propyl-2H-1-benzopyran-2-propanoic acid ethyl ester), C([O-])([O-])=O.[K+].[K+] (potassium carbonate), BrCCCBr (1,3-dibromopropane), CC(=O)C (acetone), C([O-])([O-])=O.[K+].[K+] (potassium carbonate). Run in CN(C=O)C (N,N-dimethylformamide). Conditions: time 25 hour. Product: C(C)OC(CCC1(OC2=C(CC1)C=C(C(=C2CCC)OCCCBr)C(C)=O)C)=O (racemic-6-acetyl-7-(3-bromopropoxy)-3,4-dihydro-2-methyl-8-n-propyl-2H-1-benzopyran-2-propanoic acid ethyl ester). As a reaction SMILES: [CH2:1]([O:3][C:4](=[O:25])[CH2:5][CH2:6][C:7]1([CH3:24])[CH2:12][CH2:11][C:10]2[CH:13]=[C:14]([C:21](=[O:23])[CH3:22])[C:15]([OH:20])=[C:16]([CH2:17][CH2:18][CH3:19])[C:9]=2[O:8]1)[CH3:2].C(=O)([O-])[O-].[K+].[K+].[Br:32][CH2:33][CH2:34][CH2:35]Br.CC(C)=O>CN(C)C=O>[CH2:1]([O:3][C:4](=[O:25])[CH2:5][CH2:6][C:7]1([CH3:24])[CH2:12][CH2:11][C:10]2[CH:13]=[C:14]([C:21](=[O:23])[CH3:22])[C:15]([O:20][CH2:35][CH2:34][CH2:33][Br:32])=[C:16]([CH2:17][CH2:18][CH3:19])[C:9]=2[O:8]1)[CH3:2] |f:1.2.3|. Procedure details: A mixture of 263 mg of racemic-6-acetyl-3,4-dihydro-7-hydroxy-2-methyl-8-n-propyl-2H-1-benzopyran-2-propanoic acid ethyl ester, 222 mg of anhydrous potassium carbonate, 0.39 ml of 1,3-dibromopropane, 6 ml of anhydrous acetone, and 3 ml of anhydrous N,N-dimethylformamide was stirred and refluxed for 16 hours. An additional 0.25 g of anhydrous potassium carbonate was added and stirring, and refluxing were continued for 25 hours. The mixture was cooled and volatile materials were removed first unde...